Dataset: the Open Reaction Database (ORD), a public repository of structured organic reaction records. Task: describe an organic reaction: reactants, conditions, products, and yield The reactants are [Al+3], O=C(Cl)C(=O)Cl, [Cl-], [Cl-], [Cl-], ClCCl, N, O, O=C1CCC(c2ccccc2)CC1. The product is NC(=O)c1ccc(C2CCC(=O)CC2)cc1. As a reaction SMILES: [Al+3:2].[C:18]([Cl:19])([C:20]([Cl:21])=[O:23])=[O:22].[Cl-:1].[Cl-:3].[Cl-:4].[Cl:25][CH2:26][Cl:27].[NH3:24].[OH2:28].[c:5]1([CH:11]2[CH2:12][CH2:13][C:14](=[O:17])[CH2:15][CH2:16]2)[cH:6][cH:7][cH:8][cH:9][cH:10]1>>[c:5]1([CH:11]2[CH2:12][CH2:13][C:14](=[O:17])[CH2:15][CH2:16]2)[cH:6][cH:7][c:8]([C:18](=[O:22])[NH2:24])[cH:9][cH:10]1. The reactants are O=C([O-])O, COc1ccc(Oc2ccc(-c3nnco3)cc2)cc1, CSCCC(N)C(=O)O, CS(=O)(=O)O, [Na+], [Na+], [OH-]. Yields the product Oc1ccc(Oc2ccc(-c3nnco3)cc2)cc1. Reaction SMILES: [C:37](=[O:38])([OH:39])[O-:40].[CH3:1][O:2][c:3]1[cH:4][cH:5][c:6]([O:7][c:8]2[cH:9][cH:10][c:11](-[c:14]3[o:15][cH:16][n:17][n:18]3)[cH:12][cH:13]2)[cH:19][cH:20]1.[CH3:21][S:22][CH2:23][CH2:24][CH:25]([C:26](=[O:27])[OH:28])[NH2:29].[CH3:30][S:31](=[O:32])(=[O:33])[OH:34].[Na+:36].[Na+:41].[OH-:35]>>[OH:2][c:3]1[cH:4][cH:5][c:6]([O:7][c:8]2[cH:9][cH:10][c:11](-[c:14]3[o:15][cH:16][n:17][n:18]3)[cH:12][cH:13]2)[cH:19][cH:20]1. Starting materials: [Al+3], CCCCCCN1CC2C(C1=O)C2(C)c1cccc(-c2ccccn2)c1, [H-], [H-], [H-], [H-], [Li+], C1CCOC1. Yields the product CCCCCCN1CC2C(C1)C2(C)c1cccc(-c2ccccn2)c1. As a reaction SMILES: [Al+3:28].[CH2:1]([CH2:2][CH2:3][CH2:4][CH2:5][CH3:6])[N:7]1[C:8](=[O:26])[CH:9]2[C:10]([c:13]3[cH:14][c:15](-[c:19]4[n:20][cH:21][cH:22][cH:23][cH:24]4)[cH:16][cH:17][cH:18]3)([CH3:25])[CH:11]2[CH2:12]1.[H-:27].[H-:30].[H-:31].[H-:32].[Li+:29].[O:33]1[CH2:34][CH2:35][CH2:36][CH2:37]1>>[CH2:1]([CH2:2][CH2:3][CH2:4][CH2:5][CH3:6])[N:7]1[CH2:8][CH:9]2[C:10]([c:13]3[cH:14][c:15](-[c:19]4[n:20][cH:21][cH:22][cH:23][cH:24]4)[cH:16][cH:17][cH:18]3)([CH3:25])[CH:11]2[CH2:12]1. Starting materials: C(CC(=O)C)(=O)[O-] (acetoacetate), [N+](=O)([O-])C=1C=C(C=O)C=CC1 (3-nitrobenzaldehyde), N1CCCCC1 (piperidine), N\C(=C/C(=O)[O-])\C (3-aminocrotonate). Run in C1=CC=CC=C1 (benzene). Yields the product CC=1NC(=C(C(C1C(=O)O)C1=CC(=CC=C1)[N+](=O)[O-])C(=O)O)C (2,6-dimethyl-4-(3-nitrophenyl)-1,4-dihydropyridine-3,5-dicarboxylic acid). Reaction SMILES: [C:1]([O-:7])(=[O:6])[CH2:2][C:3]([CH3:5])=O.[N+:8]([C:11]1[CH:12]=[C:13]([CH:16]=[CH:17][CH:18]=1)[CH:14]=O)([O-:10])=[O:9].N1CCCCC1.[NH2:25]/[C:26](/[CH3:31])=[CH:27]\[C:28]([O-:30])=[O:29]>C1C=CC=CC=1>[CH3:5][C:3]1[NH:25][C:26]([CH3:31])=[C:27]([C:28]([OH:30])=[O:29])[CH:14]([C:13]2[CH:16]=[CH:17][CH:18]=[C:11]([N+:8]([O-:10])=[O:9])[CH:12]=2)[C:2]=1[C:1]([OH:7])=[O:6]. Procedure details: In 100 ml of benzene were dissolved 6 g of 2-nitratopropyl acetoacetate, 4.42 g of 3-nitrobenzaldehyde and 0.4 ml of piperidine. The solution was subjected to reflux, extraction, washing, dryness and evaporation of the solvent in the manner described in Example 9 to give a residue, to which 5.97 of 3-nitratopropyl 3-aminocrotonate was added. The mixture was treated in the manner described in Example 9 to give a residue, which was then subjected to column chromatography on silica gel (eluted with... Run in [Cl-].[Na+].O (brine), C1(=CC=CC=C1)C (toluene). Reaction conditions: temperature 90 celsius. Starting materials: COC(C=C(C)C=1C=CC=2N(C1)C(=CN2)I)=O (3-(3-Iodo-imidazo[1,2-a]pyridin-6-yl)-but-2-enoic acid methyl ester), C([O-])([O-])=O.[Na+].[Na+] (sodium carbonate), C(C)OC1=C(C=C(C=C1C(C)C)C(C)C)B(O)O ((2-Ethoxy-3,5-diisopropylphenyl)-boronic acid). The yield is 76.4%. Yields the product COC(C=C(C)C=1C=CC=2N(C1)C(=CN2)C2=C(C(=CC(=C2)C(C)C)C(C)C)OCC)=O (3-[3-(2-ethoxy-3,5-diisopropyl-phenyl)-imidazo[1,2-a]pyridin-6-yl]-but-2-enoic acid methyl ester). Reagents/catalysts: C=1C=CC(=CC1)[P](C=2C=CC=CC2)(C=3C=CC=CC3)[Pd]([P](C=4C=CC=CC4)(C=5C=CC=CC5)C=6C=CC=CC6)([P](C=7C=CC=CC7)(C=8C=CC=CC8)C=9C=CC=CC9)[P](C=1C=CC=CC1)(C=1C=CC=CC1)C=1C=CC=CC1 (tetrakis(triphenylphosphine)palladium(0)). Procedure: 3-(3-Iodo-imidazo[1,2-a]pyridin-6-yl)-but-2-enoic acid methyl ester (168 mg, 0.49 mmol), tetrakis(triphenylphosphine)palladium(0) (57 mg, 0.05 mmol), followed by 2M sodium carbonate solution (1 ml) were added to a solution of 2-ethoxy-3,5-diisopropyl-phenyl-boronic acid (246 mg, 0.98 mmol) (see Example 5, step B) in toluene (10 mL). The reaction mixture was heated to 90° C. overnight, then poured into brine (20 mL) and extracted with ethyl acetate (2×20 mL). The organic layers were combined, dri... As a reaction SMILES: [CH3:1][O:2][C:3](=[O:17])[CH:4]=[C:5]([C:7]1[CH:8]=[CH:9][C:10]2[N:11]([C:13](I)=[CH:14][N:15]=2)[CH:12]=1)[CH3:6].C(=O)([O-])[O-].[Na+].[Na+].[CH2:24]([O:26][C:27]1[C:32]([CH:33]([CH3:35])[CH3:34])=[CH:31][C:30]([CH:36]([CH3:38])[CH3:37])=[CH:29][C:28]=1B(O)O)[CH3:25]>C1(C)C=CC=CC=1.[Cl-].[Na+].O.C1C=CC([P]([Pd]([P](C2C=CC=CC=2)(C2C=CC=CC=2)C2C=CC=CC=2)([P](C2C=CC=CC=2)(C2C=CC=CC=2)C2C=CC=CC=2)[P](C2C=CC=CC=2)(C2C=CC=CC=2)C2C=CC=CC=2)(C2C=CC=CC=2)C2C=CC=CC=2)=CC=1>[CH3:1][O:2][C:3](=[O:17])[CH:4]=[C:5]([C:7]1[CH:8]=[CH:9][C:10]2[N:11]([C:13]([C:28]3[CH:29]=[C:30]([CH:36]([CH3:38])[CH3:37])[CH:31]=[C:32]([CH:33]([CH3:35])[CH3:34])[C:27]=3[O:26][CH2:24][CH3:25])=[CH:14][N:15]=2)[CH:12]=1)[CH3:6] |f:1.2.3,6.7.8,^1:55,57,76,95|. Reactants: COC(=O)C(Br)c1ccccc1, O=C([O-])[O-], CCOC(C)=O, [K+], [K+], CN(C)C=O, O, c1cc2[nH]cc(CCCC3CCNCC3)c2cc1-n1cnnc1. The product is COC(=O)C(c1ccccc1)N1CCC(CCCc2c[nH]c3ccc(-n4cnnc4)cc23)CC1. RXN SMILES: [Br:30][CH:31]([C:32](=[O:33])[O:34][CH3:35])[c:36]1[cH:37][cH:38][cH:39][cH:40][cH:41]1.[C:24](=[O:25])([O-:26])[O-:27].[CH3:42][CH2:43][O:44][C:45](=[O:46])[CH3:47].[K+:28].[K+:29].[O:48]=[CH:49][N:50]([CH3:51])[CH3:52].[OH2:53].[n:1]1[n:2][cH:3][n:4](-[c:6]2[cH:7][c:8]3[c:9]([CH2:15][CH2:16][CH2:17][CH:18]4[CH2:19][CH2:20][NH:21][CH2:22][CH2:23]4)[cH:10][nH:11][c:12]3[cH:13][cH:14]2)[cH:5]1>>[n:1]1[n:2][cH:3][n:4](-[c:6]2[cH:7][c:8]3[c:9]([CH2:15][CH2:16][CH2:17][CH:18]4[CH2:19][CH2:20][N:21]([CH:31]([C:32](=[O:33])[O:34][CH3:35])[c:36]5[cH:37][cH:38][cH:39][cH:40][cH:41]5)[CH2:22][CH2:23]4)[cH:10][nH:11][c:12]3[cH:13][cH:14]2)[cH:5]1. Starting materials: BrBr, ClC(Cl)(Cl)Cl, Oc1ccc(C(F)(F)F)cc1O. Yields the product Oc1cc(C(F)(F)F)cc(Br)c1O. Reaction SMILES: [Br:13][Br:14].[Cl:15][C:16]([Cl:17])([Cl:18])[Cl:19].[F:1][C:2]([c:3]1[cH:4][c:5]([OH:10])[c:6]([OH:9])[cH:7][cH:8]1)([F:11])[F:12]>>[F:1][C:2]([c:3]1[cH:4][c:5]([OH:10])[c:6]([OH:9])[c:7]([Br:13])[cH:8]1)([F:11])[F:12]. Reactants: NC=1N=CN(C1C(=O)N)CC1=CC=CC=C1 (4-amino-1-benzyl-5-imidazolecarboxamide), N1=C(C=CC=C1)C(=O)O (picolinic acid). The product is C(C1=CC=CC=C1)N1C=NC(=C1C(=O)N)NC(=O)C1=NC=CC=C1 (1-benzyl-4-(2-pyridylcarbonylamino)-5-imidazolecarboxamide). Isolated yield 87.0%. As a reaction SMILES: [NH2:1][C:2]1[N:3]=[CH:4][N:5]([CH2:10][C:11]2[CH:16]=[CH:15][CH:14]=[CH:13][CH:12]=2)[C:6]=1[C:7]([NH2:9])=[O:8].[N:17]1[CH:22]=[CH:21][CH:20]=[CH:19][C:18]=1[C:23](O)=[O:24]>>[CH2:10]([N:5]1[C:6]([C:7]([NH2:9])=[O:8])=[C:2]([NH:1][C:23]([C:18]2[CH:19]=[CH:20][CH:21]=[CH:22][N:17]=2)=[O:24])[N:3]=[CH:4]1)[C:11]1[CH:16]=[CH:15][CH:14]=[CH:13][CH:12]=1. Procedure: An amidation reaction and post-treatment were carried out following the conditions of Example 17, using 1.0 g (4.6 mmol) of 4-amino-1-benzyl-5-imidazolecarboxamide prepared in the same manner as in Reference Example 2 and picolinic acid instead of 3-pyridylacetic acid hydrochloride to obtain 1.29 g of 1-benzyl-4-(2-pyridylcarbonylamino)-5-imidazolecarboxamide (yield 87%). Reactants: C(#CCCCCCCCCCCC)C=1C=C(C=O)C=CC1 (3-(1-Tridecynyl)benzaldehyde), CC(C)C[AlH]CC(C)C (DIBAL), Cl (hydrochloric acid). The solvent is C1CCOC1 (THF). Run at time 2 hour. Product: C(#CCCCCCCCCCCC)C=1C=C(CO)C=CC1 (3-(Tridec-1-ynyl)benzyl alcohol). Isolated yield 79.4%. Reaction SMILES: [C:1]([C:14]1[CH:15]=[C:16]([CH:19]=[CH:20][CH:21]=1)[CH:17]=[O:18])#[C:2][CH2:3][CH2:4][CH2:5][CH2:6][CH2:7][CH2:8][CH2:9][CH2:10][CH2:11][CH2:12][CH3:13].CC(C[AlH]CC(C)C)C.Cl>C1COCC1>[C:1]([C:14]1[CH:15]=[C:16]([CH:19]=[CH:20][CH:21]=1)[CH2:17][OH:18])#[C:2][CH2:3][CH2:4][CH2:5][CH2:6][CH2:7][CH2:8][CH2:9][CH2:10][CH2:11][CH2:12][CH3:13]. Reported procedure: To a solution of 3-(Tridec-1-ynyl)benzaldehyde (5.68 g, 20 mmol, from example 5) in THF (70 ml) at -78° C. was added DIBAL (22 ml, 1.1 eq, 1 molar solution in hexane). After warming slowly to room temperature the solution was stirred for 2 hr and then added to dilute hydrochloric acid (50 ml). The product was then extracted into diethyl ether (2×100 ml) and after washing with brine and drying (MgSO4) the ether was removed under reduced pressure. Distillation of the resulting oil yielded the desi... Reactants: ClC[C@@H](CO)C ((2R)-3-chloro-2-methyl-1-propanol), CC(C(=O)NC1=CC(=CC=C1)C1CCNCC1)C (2-methyl-N-[3-(4-piperidinyl)phenyl]propanamide). Product: OC[C@H](CN1CCC(CC1)C=1C=C(C=CC1)NC(C(C)C)=O)C (N-(3-{1-[(2S)-3-HYDROXY-2-METHYLPROPYL]-4-PIPERIDINYL}PHENYL)-2-METHYLPROPANAMIDE). RXN SMILES: Cl[CH2:2][C@H:3]([CH3:6])[CH2:4][OH:5].[CH3:7][CH:8]([CH3:24])[C:9]([NH:11][C:12]1[CH:17]=[CH:16][CH:15]=[C:14]([CH:18]2[CH2:23][CH2:22][NH:21][CH2:20][CH2:19]2)[CH:13]=1)=[O:10]>>[OH:5][CH2:4][C@@H:3]([CH3:6])[CH2:2][N:21]1[CH2:22][CH2:23][CH:18]([C:14]2[CH:13]=[C:12]([NH:11][C:9](=[O:10])[CH:8]([CH3:7])[CH3:24])[CH:17]=[CH:16][CH:15]=2)[CH2:19][CH2:20]1. Reported procedure: Prepared by Procedure G and Scheme B1 using (2R)-3-chloro-2-methyl-1-propanol and 2-methyl-N-[3-(4-piperidinyl)phenyl]propanamide: ESMS m/e: 319.2 (M+H)+.